This data is from the Open Reaction Database (ORD), a public repository of structured organic reaction records. The task is: describe an organic reaction: reactants, conditions, products, and yield The reactants are C(C)(=O)C1(CCC=2C(=C3C(C=4C=CC=CC4C(C3=CC2C1)=O)=O)O)O (9-acetyl-6,9-dihydroxy-5,7,8,9,10,12-hexahydronaphthacene-5,12-dione), pyrrolidone hydrotribromide. Run in O1CCCC1 (tetrahydrofuran). The product is BrCC(=O)C1(CCC=2C(=C3C(C=4C=CC=CC4C(C3=CC2C1)=O)=O)O)O (9-bromoacetyl-6,9-dihydroxy-5,7,8,9,10,12-hexahydronaphthacene-5,12-dione). Yield: 92.2%. Reaction SMILES: [C:1]([C:4]1([OH:25])[CH2:21][C:20]2[CH:19]=[C:18]3[C:9]([C:10](=[O:23])[C:11]4[CH:12]=[CH:13][CH:14]=[CH:15][C:16]=4[C:17]3=[O:22])=[C:8]([OH:24])[C:7]=2[CH2:6][CH2:5]1)(=[O:3])[CH3:2].C1CNC(=O)C1.[Br:32][Br-]Br>O1CCCC1>[Br:32][CH2:2][C:1]([C:4]1([OH:25])[CH2:21][C:20]2[CH:19]=[C:18]3[C:9]([C:10](=[O:23])[C:11]4[CH:12]=[CH:13][CH:14]=[CH:15][C:16]=4[C:17]3=[O:22])=[C:8]([OH:24])[C:7]=2[CH2:6][CH2:5]1)=[O:3] |f:1.2|. Procedure details: Reaction of 9-acetyl-6,9-dihydroxy-5,7,8,9,10,12-hexahydronaphthacene-5,12-dione (690 mg) with pyrrolidone hydrotribromide (1.15 g) was effected in tetrahydrofuran (70 ml) at room temperature for 40 hours. After removing insoluble matters by filtration, the solvent was distilled off under reduced pressure to give yellow crystals (785 mg, 92%) of 9-bromoacetyl-6,9-dihydroxy-5,7,8,9,10,12-hexahydronaphthacene-5,12-dione. M.P., 179°-180° C.